Dataset: the Open Reaction Database (ORD), a public repository of structured organic reaction records. Task: describe an organic reaction: reactants, conditions, products, and yield Starting materials: O=C(c1ncc[nH]1)c1ncc[nH]1, CCCCC(Cc1ccc(OCCN)cc1)C(=O)OCC, O=C(O)c1ccc(-c2ccccc2)cc1. Product: CCCCC(Cc1ccc(OCCNC(=O)c2ccc(-c3ccccc3)cc2)cc1)C(=O)OCC. RXN SMILES: [C:37]([c:38]1[nH:39][cH:40][cH:41][n:42]1)([c:43]1[nH:44][cH:45][cH:46][n:47]1)=[O:48].[NH2:1][CH2:2][CH2:3][O:4][c:5]1[cH:6][cH:7][c:8]([CH2:11][CH:12]([C:13](=[O:14])[O:15][CH2:16][CH3:17])[CH2:18][CH2:19][CH2:20][CH3:21])[cH:9][cH:10]1.[c:22]1(-[c:31]2[cH:32][cH:33][cH:34][cH:35][cH:36]2)[cH:23][cH:24][c:25]([C:28](=[O:29])[OH:30])[cH:26][cH:27]1>>[NH:1]([CH2:2][CH2:3][O:4][c:5]1[cH:6][cH:7][c:8]([CH2:11][CH:12]([C:13](=[O:14])[O:15][CH2:16][CH3:17])[CH2:18][CH2:19][CH2:20][CH3:21])[cH:9][cH:10]1)[C:28]([c:25]1[cH:24][cH:23][c:22](-[c:31]2[cH:32][cH:33][cH:34][cH:35][cH:36]2)[cH:27][cH:26]1)=[O:29]. Run at time 16 hour. Procedure: A mixture of 2,2,6,6-tetramethylpiperidin-4-one oxime (15.0 g, 88 mmol), 40 ml of 5 N hydrochloric acid in methanol, 120 ml of methanol and 40 ml of water is subjected to 3 atmospheres of hydrogen over platinum oxide and 5% platinum on carbon for 18 hours. The reaction mixture is filtered through celite and concentrated. The crude hydroxylamine hydrochloride is added to 130 ml of N,N-dimethylformamide along with benzyl bromide (13.7 g, 80 mmol) and potassium carbonate (33.0 g, 240 mmol). The mix... Starting materials: CC1(NC(CC(C1)=NO)(C)C)C (2,2,6,6-tetramethylpiperidin-4-one oxime), Cl (hydrochloric acid), [H][H] (hydrogen), Cl.NO (hydroxylamine hydrochloride), C(C1=CC=CC=C1)Br (benzyl bromide), C([O-])([O-])=O.[K+].[K+] (potassium carbonate). Reaction SMILES: [CH3:1][C:2]1([CH3:12])[CH2:7][C:6](=[N:8][OH:9])[CH2:5][C:4]([CH3:11])([CH3:10])[NH:3]1.Cl.[H][H].Cl.NO.[CH2:19](Br)[C:20]1[CH:25]=[CH:24][CH:23]=[CH:22][CH:21]=1.C(=O)([O-])[O-].[K+].[K+]>CO.O.[Pt].[Pt]=O.CN(C)C=O>[CH2:19]([N:8]([CH:6]1[CH2:5][C:4]([CH3:11])([CH3:10])[NH:3][C:2]([CH3:12])([CH3:1])[CH2:7]1)[OH:9])[C:20]1[CH:25]=[CH:24][CH:23]=[CH:22][CH:21]=1 |f:3.4,6.7.8|. Reagents/catalysts: [Pt] (platinum on carbon), [Pt]=O (platinum oxide). Run in CO (methanol), CO (methanol), O (water), CN(C=O)C (N,N-dimethylformamide). The yield is 67.2%. The product is C(C1=CC=CC=C1)N(O)C1CC(NC(C1)(C)C)(C)C (N-Benzyl-N-(2,2,6,6-tetramethylpiperidin-4-yl)hydroxylamine). Starting materials: BrC=1C=C(C(=C(C1)N([C@H]1CC[C@H](CC1)NC(OC(C)(C)C)=O)C)C)C(NCC=1C(NC(=CC1C)C)=O)=O (cis-tert-butyl (4-((5-bromo-3-(((4,6-dimethyl-2-oxo-1,2-dihydropyridin-3-yl)methyl)carbamoyl)-2-methylphenyl)(methyl)amino)cyclohexyl)carbamate), C(=O)(C(F)(F)F)O (TFA). Solvent: C(Cl)Cl (DCM). Run at time 1 hour. Yields the product N[C@H]1CC[C@H](CC1)N(C=1C(=C(C(=O)NCC=2C(NC(=CC2C)C)=O)C=C(C1)Br)C)C (Cis-3-((4-aminocyclohexyl)(methyl)amino)-5-bromo-N-((4,6-dimethyl-2-oxo-1,2-dihydropyridin-3-yl)methyl)-2-methylbenzamide). Isolated yield 90.8%. Reaction SMILES: [Br:1][C:2]1[CH:3]=[C:4]([C:25](=[O:37])[NH:26][CH2:27][C:28]2[C:29](=[O:36])[NH:30][C:31]([CH3:35])=[CH:32][C:33]=2[CH3:34])[C:5]([CH3:24])=[C:6]([N:8]([CH3:23])[C@@H:9]2[CH2:14][CH2:13][C@H:12]([NH:15]C(=O)OC(C)(C)C)[CH2:11][CH2:10]2)[CH:7]=1.C(O)(C(F)(F)F)=O>C(Cl)Cl>[NH2:15][C@@H:12]1[CH2:11][CH2:10][C@H:9]([N:8]([CH3:23])[C:6]2[C:5]([CH3:24])=[C:4]([CH:3]=[C:2]([Br:1])[CH:7]=2)[C:25]([NH:26][CH2:27][C:28]2[C:29](=[O:36])[NH:30][C:31]([CH3:35])=[CH:32][C:33]=2[CH3:34])=[O:37])[CH2:14][CH2:13]1. Reported procedure: A stirred solution of cis-tert-butyl (4-((5-bromo-3-(((4,6-dimethyl-2-oxo-1,2-dihydropyridin-3-yl)methyl)carbamoyl)-2-methylphenyl)(methyl)amino)cyclohexyl)carbamate (0.8 g, 1.39 mmol) in DCM (25 mL) was cooled to 0° C. and TFA (5 mL) was added to it. The reaction mixture was stirred at room temperature for 1 h. Upon completion, reaction was concentrated to dryness. Residue was basified with aqueous sodium bicarbonate till pH 8 and aqueous layer extracted with 20% MeOH/DCM. The combined organic ... Reactants: [N+](=O)([O-])C=1C=CC(=NC1)C(=O)O (5-nitro-pyridine-2-carboxylic acid), OS(=O)(=O)O (H2SO4), CCO (EtOH). Solvent: CCOC(=O)C (EtOAc), C(=O)(O)[O-].[Na+] (NaHCO3). Reaction conditions: time 1.5 hour. Product: C(C)OC(=O)C1=NC=C(C=C1)[N+](=O)[O-] (5-Nitro-pyridine-2-carboxylic acid ethyl ester). Reaction SMILES: [N+:1]([C:4]1[CH:5]=[CH:6][C:7]([C:10]([OH:12])=[O:11])=[N:8][CH:9]=1)([O-:3])=[O:2].OS(O)(=O)=O.[CH3:18][CH2:19]O>CCOC(C)=O.C([O-])(O)=O.[Na+]>[CH2:18]([O:11][C:10]([C:7]1[CH:6]=[CH:5][C:4]([N+:1]([O-:3])=[O:2])=[CH:9][N:8]=1)=[O:12])[CH3:19] |f:4.5|. Procedure: A mixture of 5-nitro-pyridine-2-carboxylic acid (Step 39.5) (5.74 g, 34.2 mmol), H2SO4 (1 mL) and EtOH (50 mL) was stirred for 1.5 h at reflux. The residue was diluted with EtOAc and saturated solution of NaHCO3. The aqueous layer was separated and extracted with EtOAc. The organic phase was washed with H2O and brine, dried (Na2SO4), filtered and concentrated to afford 6.1 g of the title compound as a white solid: ES-MS: 197.1 [M+H]+; tR=3.22 min (System 1). The reactants are COS(=O)(=O)OC, CN(C)C=O, [H-], O=C1NCN(c2cccc([N+](=O)[O-])c2)c2ncccc21, [Na+], [Na+], [Na+], O=C([O-])[O-], O. Yields the product CN1CN(c2cccc([N+](=O)[O-])c2)c2ncccc2C1=O. As a reaction SMILES: [CH3:23][O:24][S:25]([O:26][CH3:27])(=[O:28])=[O:29].[CH3:37][N:38]([CH3:39])[CH:40]=[O:41].[H-:21].[N+:1](=[O:2])([O-:3])[c:4]1[cH:5][c:6]([N:10]2[CH2:11][NH:12][C:13](=[O:20])[c:14]3[c:15]2[n:16][cH:17][cH:18][cH:19]3)[cH:7][cH:8][cH:9]1.[Na+:22].[Na+:30].[Na+:31].[O-:32][C:33](=[O:34])[O-:35].[OH2:36]>>[N+:1](=[O:2])([O-:3])[c:4]1[cH:5][c:6]([N:10]2[CH2:11][N:12]([CH3:23])[C:13](=[O:20])[c:14]3[c:15]2[n:16][cH:17][cH:18][cH:19]3)[cH:7][cH:8][cH:9]1. Starting materials: O1C(C(C2=C1C=CC=C2)=O)=O (2,3-benzofurandione), NC1=CC=C(C=C1)CCC1=CC(=C(C=C1)OC)OC (4-[2-(4-aminophenyl)ethyl]-1,2-dimethoxybenzene). Run in O1CCCC1 (tetrahydrofuran). Conditions: time 18 hour. The product is COC=1C=C(C=CC1OC)CCC1=CC=C(C=C1)NC(C(C1=C(C=CC=C1)O)=O)=O (N-[4-(2-(3,4-dimethoxyphenyl)ethyl)phenyl]-2-hydroxy-α-oxo-Benzeneacetamide). Isolated yield 90.4%. As a reaction SMILES: [O:1]1[C:5]2[CH:6]=[CH:7][CH:8]=[CH:9][C:4]=2[C:3](=[O:10])[C:2]1=[O:11].[NH2:12][C:13]1[CH:18]=[CH:17][C:16]([CH2:19][CH2:20][C:21]2[CH:26]=[CH:25][C:24]([O:27][CH3:28])=[C:23]([O:29][CH3:30])[CH:22]=2)=[CH:15][CH:14]=1>O1CCCC1>[CH3:30][O:29][C:23]1[CH:22]=[C:21]([CH2:20][CH2:19][C:16]2[CH:15]=[CH:14][C:13]([NH:12][C:2](=[O:11])[C:3](=[O:10])[C:4]3[CH:9]=[CH:8][CH:7]=[CH:6][C:5]=3[OH:1])=[CH:18][CH:17]=2)[CH:26]=[CH:25][C:24]=1[O:27][CH3:28]. Procedure: A mixture of 2,3-benzofurandione (Fries and Pfaffendorf, Ber, 45, 156 (1912); Valentine, Titoff, Muller, and Reichstein, Helv. Chim. Acta, 20, 883 (1937)) (10 g, 0.0675 mol) and 4-[2-(4-aminophenyl)ethyl]-1,2-dimethoxybenzene (15.6 g, 0.0606 mol) in dry tetrahydrofuran is stirred at room temperature under nitrogen for 18 hours in the dark. The solvent is removed under reduced pressure on a rotary evaporator below 35° and the resulting solid is recrystallized from tetrahydrofuran-ethanol to give ... The reactants are COCCOCCO, O=C(O)C(F)(F)F, CCOC(=O)c1nn(C(OC(=O)n2ccnc2)C(C)C)nc1C(=O)c1cc(OC)c(OC)cc1[N+](=O)[O-]. Product: CCOC(=O)c1nn(C(OC(=O)OCCOCCOC)C(C)C)nc1C(=O)c1cc(OC)c(OC)cc1[N+](=O)[O-]. RXN SMILES: [CH3:1][O:2][CH2:3][CH2:4][O:5][CH2:6][CH2:7][OH:8].[OH:9][C:10]([C:11]([F:12])([F:13])[F:14])=[O:15].[n:16]1([C:21](=[O:22])[O:23][CH:24]([CH:25]([CH3:26])[CH3:27])[n:28]2[n:29][c:30]([C:38]([c:39]3[c:40]([N+:49](=[O:50])[O-:51])[cH:41][c:42]([O:47][CH3:48])[c:43]([O:45][CH3:46])[cH:44]3)=[O:52])[c:31]([C:33](=[O:34])[O:35][CH2:36][CH3:37])[n:32]2)[cH:17][cH:18][n:19][cH:20]1>>[CH3:1][O:2][CH2:3][CH2:4][O:5][CH2:6][CH2:7][O:8][C:21](=[O:22])[O:23][CH:24]([CH:25]([CH3:26])[CH3:27])[n:28]1[n:29][c:30]([C:38]([c:39]2[c:40]([N+:49](=[O:50])[O-:51])[cH:41][c:42]([O:47][CH3:48])[c:43]([O:45][CH3:46])[cH:44]2)=[O:52])[c:31]([C:33](=[O:34])[O:35][CH2:36][CH3:37])[n:32]1. Starting materials: C(Cl)(Cl)Cl (chloroform), N[C@H](C(C)(C)S)C(=O)O (D-penicillamine), CN(C(CC(=O)C)=O)C (N,N-dimethylacetoacetamide). Solvent: mixture, C(C)O (ethyl alcohol). The product is CC1(C(NC(S1)(C)CC(=O)N(C)C)C(=O)O)C (4-carboxy-2,5,5-trimethylthiazolidine-2-N,N-dimethylacetamide). Yield: 76.1%. RXN SMILES: C(Cl)(Cl)Cl.[NH2:5][C@@H:6]([C:11]([OH:13])=[O:12])[C:7]([SH:10])([CH3:9])[CH3:8].[CH3:14][N:15]([CH3:22])[C:16](=[O:21])[CH2:17][C:18]([CH3:20])=O>C(O)C>[CH3:8][C:7]1([CH3:9])[S:10][C:18]([CH2:17][C:16]([N:15]([CH3:22])[CH3:14])=[O:21])([CH3:20])[NH:5][CH:6]1[C:11]([OH:13])=[O:12]. Reported procedure: In 40 ml of a mixture of chloroform and ethyl alcohol (1:1) were suspended 1.49 g (10 mmoles) of D-penicillamine and 1.89 g (15 mmoles) of N,N-dimethylacetoacetamide. The suspension was heated at 80°-90° C. with stirring under a stream of argon to concentrate to a half its volume. 20 ml of a mixture of chloroform and ethyl alcohol (1:1) was added. The concentration and addition of the solvent were repeated until the reaction mixture turned completely clear and a small amount of insolubles was re... Starting materials: c1ccc(C2CO2)cc1, Cc1ccccc1, [Na+], [OH-], O. Product: O=C(O)c1ccccc1. Reaction SMILES: [CH2:3]1[O:4][CH:5]1[c:6]1[cH:7][cH:8][cH:9][cH:10][cH:11]1.[CH3:12][c:13]1[cH:14][cH:15][cH:16][cH:17][cH:18]1.[Na+:2].[OH-:1].[OH2:19]>>[OH:1][C:5](=[O:4])[c:6]1[cH:7][cH:8][cH:9][cH:10][cH:11]1.